This data is from the Open Reaction Database (ORD), a public repository of structured organic reaction records. The task is: describe an organic reaction: reactants, conditions, products, and yield Starting materials: C(Cl)C1CO1 (epichlorohydrin), ClC1=CC=C(C(C2=CC=CC=C2)N2CCNCC2)C=C1 (4-chlorobenzhydryl piperazine). Solvent: C(C)O (ethanol), CCO (EtOH). Run at time 20 hour. The product is O.ClCC(CN1CCN(CC1)C(C1=CC=C(C=C1)Cl)C1=CC=CC=C1)O.ClCC(CN1CCN(CC1)C(C1=CC=C(C=C1)Cl)C1=CC=CC=C1)O (1-(1-Chloro-2-hydroxy-3-propanyl)-4-(4-chlorobenzhydryl)piperazine Hemihydrate). Yield: 26.3%. Reaction SMILES: [CH2:1]([CH:3]1[O:5][CH2:4]1)[Cl:2].[Cl:6][C:7]1[CH:25]=[CH:24][C:10]([CH:11]([N:18]2[CH2:23][CH2:22][NH:21][CH2:20][CH2:19]2)[C:12]2[CH:17]=[CH:16][CH:15]=[CH:14][CH:13]=2)=[CH:9][CH:8]=1>C(O)C>[OH2:5].[Cl:2][CH2:1][CH:3]([OH:5])[CH2:4][N:21]1[CH2:20][CH2:19][N:18]([CH:11]([C:12]2[CH:13]=[CH:14][CH:15]=[CH:16][CH:17]=2)[C:10]2[CH:9]=[CH:8][C:7]([Cl:6])=[CH:25][CH:24]=2)[CH2:23][CH2:22]1.[Cl:2][CH2:1][CH:3]([OH:5])[CH2:4][N:21]1[CH2:20][CH2:19][N:18]([CH:11]([C:12]2[CH:13]=[CH:14][CH:15]=[CH:16][CH:17]=2)[C:10]2[CH:9]=[CH:8][C:7]([Cl:6])=[CH:25][CH:24]=2)[CH2:23][CH2:22]1 |f:3.4.5|. Procedure: To a mixture of epichlorohydrin (3.92 mL, 50 mmol) in ethanol (25 mL) and NAHCO3 (4.2 g, 50 mmol) 4-chlorobenzhydryl piperazine (14.34 g, 50 mmol) in EtOH (150 mL) was added dropwise over 45 min at 0° C. under nitrogen. After 20 h, the EtOH was removed in vacuo and the residue was eluted through silica gel using 50% MeOH:CH2Cl2 to give the pure product (3.40 g, 18.3%) as a white solid, mp 72°-74° C. DCI/MS (M+1) 379; 400 MHz 1H NMR (CDCl3) δ: 7.5-7.35 (m, 9H), 4.2 (s, 1H), 3.65 (m, 2H), 2.9 (m, ... As a reaction SMILES: [CH3:47][CH2:48][O:49][C:50]([CH3:51])=[O:52].[CH3:53][CH2:54][OH:55].[CH:1]1([S:6](=[O:7])(=[O:8])[c:9]2[cH:10][c:11]([C:15]#[C:16][CH2:17][CH2:18][CH2:19][O:20][CH2:21][CH2:22][CH2:23][CH2:24][CH2:25][CH2:26][N:27]3[C:28](=[O:44])[O:29][CH:30]([c:32]4[cH:33][c:34]5[c:35]([cH:42][cH:43]4)[O:36][C:37]([CH3:40])([CH3:41])[O:38][CH2:39]5)[CH2:31]3)[cH:12][cH:13][cH:14]2)[CH2:2][CH2:3][CH2:4][CH2:5]1.[H:45][H:46].[Pt:56]=[O:57]>>[CH:1]1([S:6](=[O:7])(=[O:8])[c:9]2[cH:10][c:11]([CH2:15][CH2:16][CH2:17][CH2:18][CH2:19][O:20][CH2:21][CH2:22][CH2:23][CH2:24][CH2:25][CH2:26][N:27]3[C:28](=[O:44])[O:29][CH:30]([c:32]4[cH:33][c:34]5[c:35]([cH:42][cH:43]4)[O:36][C:37]([CH3:40])([CH3:41])[O:38][CH2:39]5)[CH2:31]3)[cH:12][cH:13][cH:14]2)[CH2:2][CH2:3][CH2:4][CH2:5]1. Starting materials: CCOC(C)=O, CCO, CC1(C)OCc2cc(C3CN(CCCCCCOCCCC#Cc4cccc(S(=O)(=O)C5CCCC5)c4)C(=O)O3)ccc2O1, [H][H], O=[Pt]. Yields the product CC1(C)OCc2cc(C3CN(CCCCCCOCCCCCc4cccc(S(=O)(=O)C5CCCC5)c4)C(=O)O3)ccc2O1. Starting materials: CO, NC(Cc1ccccc1)C(=O)O, O=S(=O)(O)O. Yields the product COC(=O)C(N)Cc1ccccc1. As a reaction SMILES: [CH3:18][OH:19].[NH2:1][CH:2]([CH2:3][c:4]1[cH:5][cH:6][cH:7][cH:8][cH:9]1)[C:10]([OH:11])=[O:12].[S:13](=[O:14])(=[O:15])([OH:16])[OH:17]>>[NH2:1][CH:2]([CH2:3][c:4]1[cH:5][cH:6][cH:7][cH:8][cH:9]1)[C:10](=[O:11])[O:12][CH3:18]. Reactants: CC#N, O=C(Nc1cn2cc(F)ccc2n1)C(F)(F)F, O=C1CCC(=O)N1I, O. Yields the product O=C(Nc1nc2ccc(F)cn2c1I)C(F)(F)F. As a reaction SMILES: [CH3:27][C:28]#[N:29].[F:1][C:2]([C:3](=[O:4])[NH:5][c:6]1[n:7][c:8]2[n:9]([cH:10][c:11]([F:14])[cH:12][cH:13]2)[cH:15]1)([F:16])[F:17].[I:18][N:19]1[C:20](=[O:21])[CH2:22][CH2:23][C:24]1=[O:25].[OH2:26]>>[F:1][C:2]([C:3](=[O:4])[NH:5][c:6]1[n:7][c:8]2[n:9]([cH:10][c:11]([F:14])[cH:12][cH:13]2)[c:15]1[I:18])([F:16])[F:17]. The reactants are ClC1=CC=C(CN2C(C3=CC=C(C=C3C2=O)C(=O)O)=O)C=C1 (2-(4-chloro-benzyl)-1,3-dioxo-2,3-dihydro-1H-isoindol-5-carboxylic acid), N1(CCCC1)CCCN (3-pyrrolidin-1-yl-propylamine). The product is [Cl-].ClC1=CC=C(CN2C(C3=CC=C(C=C3C2=O)C(=O)NCCC[NH+]2CCCC2)=O)C=C1 (1-(3-{[2-(4-chloro-benzyl)-1,3-dioxo-2,3-dihydro-1H-isoindol-5-carbonyl]-amino}-propyl)-pyrrolidinium chloride). Reaction SMILES: [Cl:1][C:2]1[CH:22]=[CH:21][C:5]([CH2:6][N:7]2[C:15](=[O:16])[C:14]3[C:9](=[CH:10][CH:11]=[C:12]([C:17]([OH:19])=O)[CH:13]=3)[C:8]2=[O:20])=[CH:4][CH:3]=1.[N:23]1([CH2:28][CH2:29][CH2:30][NH2:31])[CH2:27][CH2:26][CH2:25][CH2:24]1>>[Cl-:1].[Cl:1][C:2]1[CH:3]=[CH:4][C:5]([CH2:6][N:7]2[C:15](=[O:16])[C:14]3[C:9](=[CH:10][CH:11]=[C:12]([C:17]([NH:31][CH2:30][CH2:29][CH2:28][NH+:23]4[CH2:27][CH2:26][CH2:25][CH2:24]4)=[O:19])[CH:13]=3)[C:8]2=[O:20])=[CH:21][CH:22]=1 |f:2.3|. Procedure details: 2-(4-chloro-benzyl)-1,3-dioxo-2,3-dihydro-1H-isoindol-5-carboxylic acid (100 mg, 0.316 mmol) and 3-pyrrolidin-1-yl-propylamine (100 μL, 0.792 mmol) were reacted with each other. Target compound in the amount of 57 mg (39%) was obtained by following the procedure described in Example 1. The reactants are NC=1N=NN(N1)C (5-amino-2-methyltetrazole), NC1=NN=NN1C (5-amino-1-methyltetrazole), FC(C=1C=C(C=O)C=C(C1)C(F)(F)F)(F)F (3,5-bis(trifluoromethyl)benzaldehyde). Run in C1(=CC=CC=C1)C (toluene). The product is CN1N=C(N=N1)N=CC1=CC(=CC(=C1)C(F)(F)F)C(F)(F)F (2-methyl-N-[3,5-bis(trifluoromethyl)phenylmethylene]-2H-tetrazole-5-amine). RXN SMILES: [NH2:1][C:2]1[N:3]=[N:4][N:5]([CH3:7])[N:6]=1.NC1N(C)N=NN=1.[F:15][C:16]([F:30])([F:29])[C:17]1[CH:18]=[C:19]([CH:22]=[C:23]([C:25]([F:28])([F:27])[F:26])[CH:24]=1)[CH:20]=O>C1(C)C=CC=CC=1>[CH3:7][N:5]1[N:4]=[N:3][C:2]([N:1]=[CH:20][C:19]2[CH:22]=[C:23]([C:25]([F:27])([F:28])[F:26])[CH:24]=[C:17]([C:16]([F:15])([F:29])[F:30])[CH:18]=2)=[N:6]1. Procedure details: A crude mixture of 5-amino-2-methyltetrazole and 5-amino-1-methyltetrazole is treated with 3,5-bis(trifluoromethyl)benzaldehyde (48 mL, 71 g, 0.29 mol) in toluene (780 mL), and the mixture is stirred and refluxed for 5 hours. The resulting mixture is filtered to remove off the insoluble solid (5-amino-1-methyltetrazole), and the residue is washed with hot toluene. The filtrate is concentrated to give crude 2-methyl-N-[3,5-bis(trifluoromethyl)phenylmethylene]-2H-tetrazole-5-amine (70.1 g). Reactants: BrCC1=C(C=C(C(=O)OC(C)(C)C)C=C1)[N+](=O)[O-] (t-butyl 4-bromomethyl-3-nitrobenzoate), amine, O (water). Solvent: CN(C)C=O (DMF). Conditions: time 30 minute. Product: C(CC(C)C)NCC1=C(C=C(C(=O)OC(C)(C)C)C=C1)[N+](=O)[O-] (t-butyl 4-(isopentylamino)methyl-3-nitrobenzoate). As a reaction SMILES: Br[CH2:2][C:3]1[CH:15]=[CH:14][C:6]([C:7]([O:9][C:10]([CH3:13])([CH3:12])[CH3:11])=[O:8])=[CH:5][C:4]=1[N+:16]([O-:18])=[O:17].O>CN(C=O)C>[CH2:4]([NH:16][CH2:2][C:3]1[CH:15]=[CH:14][C:6]([C:7]([O:9][C:10]([CH3:13])([CH3:12])[CH3:11])=[O:8])=[CH:5][C:4]=1[N+:16]([O-:18])=[O:17])[CH2:5][CH:6]([CH3:14])[CH3:7]. Reported procedure: Anhydrous isopentylamine was bubbled into anhydrous DMF (200 mL) at 0° C. for 15 min. A solution of t-butyl 4-bromomethyl-3-nitrobenzoate (5.0 g, 15.8 mmol) (Int. J. Peptide. Res., 36, 31 (1990)) in DMF (10 mL) was added dropwise to the cold amine solution. The solution was stirred at 0° for 30 min and poured into water. The mixture was extracted with ethyl acetate and the combined organic layers were washed with water, dried (sodium sulfate) and concentrated to give a yellow-brown oil. The oil ...